This data is from the Open Reaction Database (ORD), a public repository of structured organic reaction records. The task is: describe an organic reaction: reactants, conditions, products, and yield Reactants: C(C)OCC (diethyl ether), C(C)OC(=O)C1=CN=C(S1)N1CCN(CC1)C(=O)OC(C)(C)C (tert-butyl 4-(5-ethoxycarbonylthiazol-2-yl)piperazine-1-carboxylate), [OH-].[K+] (KOH). Solvent: C(C)O (ethanol). Reaction conditions: temperature 40 celsius. Yields the product C(=O)(O)C1=CN=C(S1)N1CCN(CC1)C(=O)OC(C)(C)C (tert-butyl 4-(5-carboxythiazol-2-yl)piperazine-1-carboxylate). Yield: 56.4%. As a reaction SMILES: C([O:3][C:4]([C:6]1[S:10][C:9]([N:11]2[CH2:16][CH2:15][N:14]([C:17]([O:19][C:20]([CH3:23])([CH3:22])[CH3:21])=[O:18])[CH2:13][CH2:12]2)=[N:8][CH:7]=1)=[O:5])C.[OH-].[K+].C(OCC)C>C(O)C>[C:4]([C:6]1[S:10][C:9]([N:11]2[CH2:16][CH2:15][N:14]([C:17]([O:19][C:20]([CH3:23])([CH3:22])[CH3:21])=[O:18])[CH2:13][CH2:12]2)=[N:8][CH:7]=1)([OH:5])=[O:3] |f:1.2|. Procedure details: 5.33 g (15.6 mmol) of tert-butyl 4-(5-ethoxycarbonylthiazol-2-yl)piperazine-1-carboxylate [Precursor BBB60] were dissolved in ethanol together with 0.96 g (17.1 mmol) of KOH (100 ml) and stirred at 40° C. 4 h. The resulting precipitate was filtered off and dissolved in water. After this, the solution was adjusted to a pH<2 with 10% strength hydrochloric acid and extracted with chloroform. The organic phase was washed with water and a satd aq. NaCl soln and dried over MgSO4. After filtration and ...